From a dataset of the Open Reaction Database (ORD), a public repository of structured organic reaction records. describe an organic reaction: reactants, conditions, products, and yield Starting materials: C(C)(C)(C)OC(=O)N1CC2=CC(=C(C=C2CC1)[N+](=O)[O-])Br (7-bromo-6-nitro-3,4-dihydro-1H-isoquinolin-2-carboxylic acid tert-butyl ester), C(C)(=O)[O-].[NH4+] (ammonium acetate). The reagents and catalysts are [Pd] (palladium on calcium carbonate). Run in C(C)(=O)O (acetic acid). Product: C(C)(C)(C)OC(=O)N1CC2=CC=C(C=C2CC1)N (6Amino-3,4-dihydro-1H-isoquinoline-2-carboxylic acid tert-butyl ester). Isolated yield 100.7%. Reaction SMILES: [C:1]([O:5][C:6]([N:8]1[CH2:17][CH2:16][C:15]2[C:10](=[CH:11][C:12](Br)=[C:13]([N+:18]([O-])=O)[CH:14]=2)[CH2:9]1)=[O:7])([CH3:4])([CH3:3])[CH3:2].C([O-])(=O)C.[NH4+]>C(O)(=O)C.[Pd]>[C:1]([O:5][C:6]([N:8]1[CH2:17][CH2:16][C:15]2[C:10](=[CH:11][CH:12]=[C:13]([NH2:18])[CH:14]=2)[CH2:9]1)=[O:7])([CH3:4])([CH3:2])[CH3:3] |f:1.2|. Procedure details: 59 g (0.16 mol) of 7-bromo-6-nitro-3,4-dihydro-1H-isoquinolin-2-carboxylic acid tert-butyl ester, 10 g of 5% palladium on calcium carbonate and 49 g of ammonium acetate in 1 liter of acetic acid was hydrogenated on a Parr shaker for 5 hrs. The reaction was filtered through CELITE®concentrated, basified to pH 12 with 4N sodium hydroxide and extracted with methylene chloride. The organic layer was washed with water, brine, dried over magnesium sulfate and concentrated to yield 40 g of an oil. Starting materials: C(C1=CC=CC=C1)N(C(=O)OC(C)(C)C)C[C@@H]1OC2=CC=C(C=C2CC1)C1=CC(=C(C(=O)OC)C=C1)OS(=O)(=O)C(F)(F)F (Methyl 4-((2R)-2-{[benzyl(tert-butoxycarbonyl)amino}methyl]-3,4-dihydro-2H-chromen-6-yl)-2-{[(trifluoromethyl)sulfonyl]oxy}benzoate), CC1=CC=C(C=C1)B(O)O (4-methylphenylboronic acid), C([O-])([O-])=O.[Na+].[Na+] (sodium carbonate), C1(=CC=CC=C1)C (toluene). Reagents/catalysts: C1=CC=C(C=C1)[PH+](C2=CC=CC=C2)[C]3[CH][CH][CH][CH]3.C1=CC=C(C=C1)[PH+](C2=CC=CC=C2)[C]3[CH][CH][CH][CH]3.C(Cl)Cl.Cl[Pd]Cl.[Fe] (dichloro[1,1′-bis(diphenylphosphino)ferrocene]palladium(II) dichloromethane adduct). The solvent is O (water). Run at temperature 80 celsius, time 48 hour. The product is C(C1=CC=CC=C1)NC[C@@H]1OC2=CC=C(C=C2CC1)C1=CC=C(C(=C1)C1=CC=C(C=C1)C)C(=O)OC (Methyl 5-{(2R)-2-[(benzylamino)methyl]-3,4-dihydro-2H-chromen-6-yl}-4′-methyl-1,1′-biphenyl-2-carboxylate). Yield: 77.0%. Reaction SMILES: C([N:8]([CH2:16][C@H:17]1[CH2:26][CH2:25][C:24]2[C:19](=[CH:20][CH:21]=[C:22]([C:27]3[CH:36]=[CH:35][C:30]([C:31]([O:33][CH3:34])=[O:32])=[C:29](OS(C(F)(F)F)(=O)=O)[CH:28]=3)[CH:23]=2)[O:18]1)C(OC(C)(C)C)=O)C1C=CC=CC=1.[CH3:45][C:46]1[CH:51]=[CH:50][C:49](B(O)O)=[CH:48][CH:47]=1.C(=O)([O-])[O-].[Na+].[Na+].[C:61]1([CH3:67])[CH:66]=[CH:65][CH:64]=[CH:63][CH:62]=1>O.C1C=CC([PH+]([C]2[CH][CH][CH][CH]2)C2C=CC=CC=2)=CC=1.C1C=CC([PH+]([C]2[CH][CH][CH][CH]2)C2C=CC=CC=2)=CC=1.C(Cl)Cl.Cl[Pd]Cl.[Fe]>[CH2:45]([NH:8][CH2:16][C@H:17]1[CH2:26][CH2:25][C:24]2[C:19](=[CH:20][CH:21]=[C:22]([C:27]3[CH:28]=[C:29]([C:64]4[CH:65]=[CH:66][C:61]([CH3:67])=[CH:62][CH:63]=4)[C:30]([C:31]([O:33][CH3:34])=[O:32])=[CH:35][CH:36]=3)[CH:23]=2)[O:18]1)[C:46]1[CH:51]=[CH:50][CH:49]=[CH:48][CH:47]=1 |f:2.3.4,7.8.9.10.11,^1:73,74,75,76,77,91,92,93,94,95|. Procedure: To a degassed solution of the compound of Example 203 (0.31 g, 0.49 mmol, 1.0 eq.) in toluene (1.0 mL) was added 4-methylphenylboronic acid (0.10 g, 0.73 mmol, 1.5 eq.), dichloro[1,1′-bis(diphenylphosphino)ferrocene]palladium(II) dichloromethane adduct (0.028 g, 0.034 mmol, 0.07 eq.) and 2M sodium carbonate (2.4 mL, 4.88 mmol, 10.0 eq.) under argon atmosphere at room temperature. The reaction mixture was allowed to heat up at 80° C. under argon atmosphere for 18 hours. The mixture was diluted wi... Starting materials: C(C)OC(=O)[C@H]1[C@@H](C[C@@H](C1)S(=O)(=O)C1=C(C=C(C=C1)F)Cl)COCC1=CC=C(C=C1)OC ((1R,2R,4S)-4-(2-Chloro-4-fluoro-benzenesulfonyl)-2-(4-methoxy-benzyloxymethyl)-cyclopentanecarboxylic acid ethyl ester), NC1(CC1)C#N (1-amino-cyclopropanecarbonitrile), yellow oil. The product is C(#N)C1(CC1)NC(=O)[C@H]1[C@@H](C[C@@H](C1)S(=O)(=O)C1=C(C=C(C=C1)F)Cl)COCC1=CC=C(C=C1)OC ((1R,2R,4S)-4-(2-Chloro-4-fluoro-benzenesulfonyl)-2-(4-methoxy-benzyloxymethyl)-cyclopentanecarboxylic acid (1-cyano-cyclopropyl)-amide). RXN SMILES: C([O:3][C:4]([C@@H:6]1[CH2:10][C@@H:9]([S:11]([C:14]2[CH:19]=[CH:18][C:17]([F:20])=[CH:16][C:15]=2[Cl:21])(=[O:13])=[O:12])[CH2:8][C@H:7]1[CH2:22][O:23][CH2:24][C:25]1[CH:30]=[CH:29][C:28]([O:31][CH3:32])=[CH:27][CH:26]=1)=O)C.[NH2:33][C:34]1([C:37]#[N:38])[CH2:36][CH2:35]1>>[C:37]([C:34]1([NH:33][C:4]([C@@H:6]2[CH2:10][C@@H:9]([S:11]([C:14]3[CH:19]=[CH:18][C:17]([F:20])=[CH:16][C:15]=3[Cl:21])(=[O:13])=[O:12])[CH2:8][C@H:7]2[CH2:22][O:23][CH2:24][C:25]2[CH:26]=[CH:27][C:28]([O:31][CH3:32])=[CH:29][CH:30]=2)=[O:3])[CH2:36][CH2:35]1)#[N:38]. Procedure: The title compound was prepared in analogy to example 68 step 10 and 11 using (1R,2R,4S)-4-(2-chloro-4-fluoro-benzenesulfonyl)-2-(4-methoxy-benzyloxymethyl)-cyclopentanecarboxylic acid ethyl ester (example 153 step 8) and 1-amino-cyclopropanecarbonitrile. Light yellow oil (80%). MS (EI): 521.2 (M+H)+. The reactants are chromic acid anhydride, O (water), O (water), CC1(CCC(C2=NC=3CCCCC3N=C12)(C)C)C (1,2,3,4,6,7,8,9-octahydro-1,1,4,4-tetramethylphenazine). Run in C(C)(=O)O (acetic acid), C(C)(=O)O (acetic acid). Reaction conditions: temperature 80 celsius, time 30 minute. Product: CC1(C=2N=C3CCCC(C3=NC2C(CC1)(C)C)=O)C (1,2,3,4,6,7,8,9-octahydro-6,6,9,9-tetramethylphenazin-1-one). Reaction SMILES: [CH3:1][C:2]1([CH3:18])[C:15]2[C:6](=[N:7][C:8]3[CH2:9][CH2:10][CH2:11][CH2:12][C:13]=3[N:14]=2)[C:5]([CH3:17])([CH3:16])[CH2:4][CH2:3]1.[OH2:19]>C(O)(=O)C>[CH3:1][C:2]1([CH3:18])[CH2:3][CH2:4][C:5]([CH3:17])([CH3:16])[C:6]2[N:7]=[C:8]3[C:13]([CH2:12][CH2:11][CH2:10][C:9]3=[O:19])=[N:14][C:15]1=2. Procedure details: 8.0 g of 1,2,3,4,6,7,8,9-octahydro-1,1,4,4-tetramethylphenazine was dissolved in 30 ml of acetic acid, followed by the dropwise addition of a solution of 4.9 g of chromic acid anhydride in acetic acid (30 ml)/water (4 ml). The obtained mixture was stirred at 80° C. for 30 minutes, cooled by allowing to stand, and poured into water, followed by the extraction with ethyl acetate. The organic phase was washed with a saturated aqueous solution of sodium hydrogencarbonate and a saturated aqueous solu... The reactants are C(C1=CC=CC=C1)OC=1C=C2C(=C3C=CC=NC13)C(CN2C(=O)OC(C)(C)C)CCl (5-Benzyloxy-3-(tert-butyloxycarbonyl)-1-(chloromethyl)-2,3-dihydro-1H-pyrrolo[3,2-f]quinoline), Cl (HCl), COC=1C=C2C=C(NC2=CC1)C(=O)O (5-Methoxy-1-H-indole-2-carboxylic acid), CCN=C=NCCCN(C)C (EDCI). Solvent: O1CCOCC1 (dioxane), CC(=O)N(C)C (DMA). Conditions: time 5 hour. Product: EtOAc petroleum ether, C(C1=CC=CC=C1)OC=1C=C2C(=C3C=CC=NC13)C(CN2C(=O)C=2NC1=CC=C(C=C1C2)OC)CCl (5-(benzyloxy)-1-(chloromethyl)-3-[(5-methoxy-1H-indol-2-yl)carbonyl]-2,3-dihydro-1H-pyrrolo[3,2-f]quinoline). The yield is 92.0%. As a reaction SMILES: [CH2:1]([O:8][C:9]1[CH:10]=[C:11]2[N:21]([C:22](OC(C)(C)C)=[O:23])[CH2:20][CH:19]([CH2:29][Cl:30])[C:12]2=[C:13]2[C:18]=1[N:17]=[CH:16][CH:15]=[CH:14]2)[C:2]1[CH:7]=[CH:6][CH:5]=[CH:4][CH:3]=1.Cl.[CH3:32][O:33][C:34]1[CH:35]=[C:36]2[C:40](=[CH:41][CH:42]=1)[NH:39][C:38](C(O)=O)=[CH:37]2.CCN=C=NCCCN(C)C>O1CCOCC1.CC(N(C)C)=O>[CH2:1]([O:8][C:9]1[CH:10]=[C:11]2[N:21]([C:22]([C:38]3[NH:39][C:40]4[C:36]([CH:37]=3)=[CH:35][C:34]([O:33][CH3:32])=[CH:42][CH:41]=4)=[O:23])[CH2:20][CH:19]([CH2:29][Cl:30])[C:12]2=[C:13]2[C:18]=1[N:17]=[CH:16][CH:15]=[CH:14]2)[C:2]1[CH:7]=[CH:6][CH:5]=[CH:4][CH:3]=1. Procedure: A suspension of 14 (0.10 g, 0.24 mmol) in dioxane (15 mL) was saturated with HCl, stirred at r.t. for 5 h and evaporated. 5-Methoxy-1-H-indole-2-carboxylic acid (0.054 g, 0.28 mmol), EDCI (0.23 g, 1.17 mmol) and DMA (5 mL) were added to the remaining yellow solid, and the red mixture was stirred at r.t. for 52 h. The mixture was partitioned between CH2Cl2 and cold 5% KHCO3 solution. The aqueous layer was extracted with CH2Cl2 (×3). The CH2Cl2 extracts were dried (brine, Na2SO4). Flash chromatogr...